describe an organic reaction: reactants, conditions, products, and yield From a dataset of the Open Reaction Database (ORD), a public repository of structured organic reaction records. Reactants: C1CCOC1, COC(=O)COc1ccc(-c2cccc3c2c(C)c(-c2ccccc2)n3Cc2ccccc2)cc1, CO, [K+], [OH-]. The product is Cc1c(-c2ccccc2)n(Cc2ccccc2)c2cccc(-c3ccc(OCC(=O)O)cc3)c12. Reaction SMILES: [CH2:38]1[O:39][CH2:40][CH2:41][CH2:42]1.[CH3:1][O:2][C:3]([CH2:4][O:5][c:6]1[cH:7][cH:8][c:9](-[c:12]2[c:13]3[c:14]([CH3:34])[c:15](-[c:28]4[cH:29][cH:30][cH:31][cH:32][cH:33]4)[n:16]([CH2:21][c:22]4[cH:23][cH:24][cH:25][cH:26][cH:27]4)[c:17]3[cH:18][cH:19][cH:20]2)[cH:10][cH:11]1)=[O:35].[CH3:43][OH:44].[K+:37].[OH-:36]>>[O:2]=[C:3]([CH2:4][O:5][c:6]1[cH:7][cH:8][c:9](-[c:12]2[c:13]3[c:14]([CH3:34])[c:15](-[c:28]4[cH:29][cH:30][cH:31][cH:32][cH:33]4)[n:16]([CH2:21][c:22]4[cH:23][cH:24][cH:25][cH:26][cH:27]4)[c:17]3[cH:18][cH:19][cH:20]2)[cH:10][cH:11]1)[OH:35]. Starting materials: Cc1ccc2c(n1)OCCO2, ClCCl, O=C(OO)c1cccc(Cl)c1. Yields the product Cc1ccc2c([n+]1[O-])OCCO2. As a reaction SMILES: [CH3:1][c:2]1[cH:3][cH:4][c:5]2[c:6]([n:7]1)[O:8][CH2:9][CH2:10][O:11]2.[Cl:23][CH2:24][Cl:25].[OH:12][O:13][C:14]([c:15]1[cH:16][c:17]([Cl:18])[cH:19][cH:20][cH:21]1)=[O:22]>>[CH3:1][c:2]1[cH:3][cH:4][c:5]2[c:6]([n+:7]1[O-:12])[O:8][CH2:9][CH2:10][O:11]2. Solvent: ClCCl (dichloromethane). The product is CC(CC(=O)NNC(C1=CC=C(C=C1)[N+](=O)[O-])=O)(C)C (N′-(3,3-dimethylbutanoyl)-4-nitrobenzohydrazide). As a reaction SMILES: [N+:1]([C:4]1[CH:13]=[CH:12][C:7]([C:8]([NH:10][NH2:11])=[O:9])=[CH:6][CH:5]=1)([O-:3])=[O:2].CN1CCOCC1.[CH3:21][C:22]([CH3:28])([CH3:27])[CH2:23][C:24](Cl)=[O:25]>ClCCl>[CH3:21][C:22]([CH3:28])([CH3:27])[CH2:23][C:24]([NH:11][NH:10][C:8](=[O:9])[C:7]1[CH:12]=[CH:13][C:4]([N+:1]([O-:3])=[O:2])=[CH:5][CH:6]=1)=[O:25]. The reactants are [N+](=O)([O-])C1=CC=C(C(=O)NN)C=C1 (4-nitrobenzohydrazide), CN1CCOCC1 (4-methylmorpholine), CC(CC(=O)Cl)(C)C (3,3-Dimethylbutanoyl chloride). Procedure: A suspension of 4-nitrobenzohydrazide (0.500 g, 2.76 mmol), and 4-methylmorpholine (0.455 ml, 4.14 mmol) were stirred in dichloromethane (20 ml). 3,3-Dimethylbutanoyl chloride (0.422 ml, 3.04 mmol) was added and the reaction mixture was stirred for 2 hours. Normal phase chromatography of the crude reaction mixture gave the title compound. Conditions: time 2 hour. Reactants: CC(C)(C)OC(=O)N1CCCC1=O, C1CCOC1, C[Si](C)(C)[N-][Si](C)(C)C, CC(C)CC=O, [Li+]. The product is CC(C)CC(O)C1CCN(C(=O)OC(C)(C)C)C1=O. Reaction SMILES: [C:11]([CH3:12])([CH3:13])([CH3:14])[O:15][C:16](=[O:17])[N:18]1[C:19](=[O:23])[CH2:20][CH2:21][CH2:22]1.[CH2:30]1[O:31][CH2:32][CH2:33][CH2:34]1.[CH3:1][Si:2]([N-:3][Si:4]([CH3:5])([CH3:6])[CH3:7])([CH3:8])[CH3:9].[CH3:24][CH:25]([CH2:26][CH:27]=[O:28])[CH3:29].[Li+:10]>>[C:11]([CH3:12])([CH3:13])([CH3:14])[O:15][C:16](=[O:17])[N:18]1[C:19](=[O:23])[CH:20]([CH:27]([CH2:26][CH:25]([CH3:24])[CH3:29])[OH:28])[CH2:21][CH2:22]1. Starting materials: ClCCCl, ClCCl, On1nnc2ccccc21, NCCCCNC(=O)C1CC1c1ccccc1, O=C(O)C=Cc1cccnc1. Yields the product O=C(C=Cc1cccnc1)NCCCCNC(=O)C1CC1c1ccccc1. As a reaction SMILES: [CH2:22]([Cl:23])[CH2:24][Cl:25].[Cl:43][CH2:44][Cl:45].[OH:12][n:13]1[c:14]2[c:15]([cH:16][cH:17][cH:18][cH:19]2)[n:20][n:21]1.[c:26]1([CH:32]2[CH:33]([C:35](=[O:36])[NH:37][CH2:38][CH2:39][CH2:40][CH2:41][NH2:42])[CH2:34]2)[cH:27][cH:28][cH:29][cH:30][cH:31]1.[n:1]1[cH:2][c:3]([CH:7]=[CH:8][C:9](=[O:10])[OH:11])[cH:4][cH:5][cH:6]1>>[n:1]1[cH:2][c:3]([CH:7]=[CH:8][C:9](=[O:11])[NH:42][CH2:41][CH2:40][CH2:39][CH2:38][NH:37][C:35]([CH:33]2[CH:32]([c:26]3[cH:27][cH:28][cH:29][cH:30][cH:31]3)[CH2:34]2)=[O:36])[cH:4][cH:5][cH:6]1.